This data is from the Open Reaction Database (ORD), a public repository of structured organic reaction records. The task is: describe an organic reaction: reactants, conditions, products, and yield Reactants: C(C)(=O)OC(C)=O (acetic anhydride), N1=CC=CC=C1 (pyridine), C(#N)C=1NCCNC1 (2-cyano-1,4,5,6-tetrahydropyrazine). Reaction conditions: temperature 20 celsius, time 18 hour. Product: C(C)(=O)N1C(=CNCC1)C#N (1 -Acetyl-2-cyano-1,4,5,6-tetrahydropyrazine). RXN SMILES: C(O[C:5](=[O:7])[CH3:6])(=O)C.N1C=CC=CC=1.[C:14]([C:16]1[NH:17][CH2:18][CH2:19][NH:20][CH:21]=1)#[N:15]>>[C:5]([N:17]1[CH2:18][CH2:19][NH:20][CH:21]=[C:16]1[C:14]#[N:15])(=[O:7])[CH3:6]. Procedure: 10.0 ml (106 mmol) of acetic anhydride and 8.0 ml (99 mmol) of pyridine were added to 5.10 g (47 mmol) of 2-cyano-1,4,5,6-tetrahydropyrazine, and the mixture was stirred at 20° C. for 18 h. After aqueous work-up, the reaction product was extracted three times with 100-200 ml of ethyl acetate each. The combined organic extracts were dried over magnesium sulphate and concentrated. The crude product was then purified by flash chromatography (silica gel 40×3 cm, ethyl acetate:hexane=4:1, Rf =0.25). ... The reactants are C(C)C=1C=C(C=CC1OC)N (3-ethyl-4-methoxy-phenylamine), C(C)C=1C=C(C=CC1OC)CC(=O)N (3-ethyl-4-methoxy-phenyl-acetamide). The product is C(C)C=1C=C(C=CC1OC)NC(C)=O (N-(3-Ethyl-4-methoxy-phenyl)-acetamide). As a reaction SMILES: [CH2:1]([C:3]1[CH:4]=[C:5]([NH2:11])[CH:6]=[CH:7][C:8]=1[O:9][CH3:10])[CH3:2].C([C:14]1C=C(CC(N)=O)C=C[C:19]=1[O:20]C)C>>[CH2:1]([C:3]1[CH:4]=[C:5]([NH:11][C:19](=[O:20])[CH3:14])[CH:6]=[CH:7][C:8]=1[O:9][CH3:10])[CH3:2]. Procedure details: By proceeding in a manner similar to Reference Example 33(a) but using 3-ethyl-4-methoxy-phenylamine [2.5 g, Reference Example 30(aa)] there was prepared N-(3-ethyl-4-methoxy-phenyl-acetamide (2.9 g) was prepared as a light brown solid. LC-MS (METHOD K): RT=3.92 minutes, 194.16 (M+H)+. Reactants: [OH-].[K+] (potassium hydroxide), ClC=1C=C(C(C)(C)N(C(CC2=CC=CC=C2)=O)CC(C)=O)C=C(C1OC)Cl (N-(3,5-dichloro-4-methoxy-α,α-dimethylbenzyl)-N-(2-oxopropyl)phenylacetamide). Solvent: C(C)O (ethyl alcohol). Product: ClC=1C=C(C(C)(C)N2C(C(=C(C2)C)C2=CC=CC=C2)=O)C=C(C1OC)Cl (1-(3,5-dichloro-4-methoxy-α,α-dimethylbenzyl)-4-methyl-3-phenyl-3-pyrrolin-2-one). Isolated yield 66.6%. As a reaction SMILES: [OH-].[K+].[Cl:3][C:4]1[CH:5]=[C:6]([CH:24]=[C:25]([Cl:29])[C:26]=1[O:27][CH3:28])[C:7]([N:10]([CH2:20][C:21](=O)[CH3:22])[C:11](=[O:19])[CH2:12][C:13]1[CH:18]=[CH:17][CH:16]=[CH:15][CH:14]=1)([CH3:9])[CH3:8]>C(O)C>[Cl:29][C:25]1[CH:24]=[C:6]([CH:5]=[C:4]([Cl:3])[C:26]=1[O:27][CH3:28])[C:7]([N:10]1[CH2:20][C:21]([CH3:22])=[C:12]([C:13]2[CH:14]=[CH:15][CH:16]=[CH:17][CH:18]=2)[C:11]1=[O:19])([CH3:8])[CH3:9] |f:0.1|. Reported procedure: 0.5 g (0.008 mol) of potassium hydroxide powder was added to an ethyl alcohol solution of 8.2 g (0.02 mol) of N-(3,5-dichloro-4-methoxy-α,α-dimethylbenzyl)-N-(2-oxopropyl)phenylacetamide prepared by the method of Reference Example 8, and the mixture was refluxed under heating for 20 minutes. The reaction solution was cooled, and then ethanol was distilled off under reduced pressure. Water was added to the residue and extracted with ethyl acetate. The ethyl acetate layer was dried over anhydrous ...